This data is from the Open Reaction Database (ORD), a public repository of structured organic reaction records. The task is: describe an organic reaction: reactants, conditions, products, and yield Starting materials: ClCC(=O)NC1=C(C(=CC=C1)OC)C (2-chloro-N-(3-methoxy-2-methylphenyl)acetamide), C[C@@H]1N[C@@H](CNC1)C (cis-2,6-dimethylpiperazine). Product: C[C@@H]1CN(C[C@@H](N1)C)CC(=O)NC1=C(C(=CC=C1)OC)C (cis-[3,5-Dimethylpiperazin-1-yl]-N-(3-methoxy-2-methylphenyl)acetamide). RXN SMILES: Cl[CH2:2][C:3]([NH:5][C:6]1[CH:11]=[CH:10][CH:9]=[C:8]([O:12][CH3:13])[C:7]=1[CH3:14])=[O:4].[CH3:15][C@H:16]1[CH2:21][NH:20][CH2:19][C@@H:18]([CH3:22])[NH:17]1>>[CH3:15][C@H:16]1[NH:17][C@@H:18]([CH3:22])[CH2:19][N:20]([CH2:2][C:3]([NH:5][C:6]2[CH:11]=[CH:10][CH:9]=[C:8]([O:12][CH3:13])[C:7]=2[CH3:14])=[O:4])[CH2:21]1. Procedure: The subtitle compound was prepared from 2-chloro-N-(3-methoxy-2-methylphenyl)acetamide (10.72 g) and cis-2,6-dimethylpiperazine (6.29 g) by the method of Example 58 step (i) as a tan solid. Yield: 13.13 g